This data is from the Open Reaction Database (ORD), a public repository of structured organic reaction records. The task is: describe an organic reaction: reactants, conditions, products, and yield Reactants: FC(C(=O)O)(F)F.FC(C(=O)O)(F)F.ClC=1C=NC=2NC=3C=CC=C(CCC4=C(C=CC(NC1N2)=C4)NC(=O)[C@H]4CNCC4)C3 ((3R)—N-[6-chloro-2,4,8,22-tetraazatetracyclo[14.3.1.1(3,7).1(9,13)]docosa-1(20),3(22),4,6,9(21),10,12,16,18-nonaen-12-yl]pyrrolidine-3-carboxamide bis(trifluoroacetate)), C(C1=CC=CC=C1)(=O)Cl (benzoyl chloride). Product: FC(C(=O)O)(F)F.C(C1=CC=CC=C1)(=O)N1C[C@@H](CC1)C(=O)NC=1C=CC=2NC3=C(C=NC(NC=4C=CC=C(CCC1C2)C4)=N3)Cl ((3R)-1-Benzoyl-N-[6-chloro-2,4,8,22-tetraazatetracyclo[14.3.1.1(3,7).1(9,13)]docosa-1(20),3(22),4,6,9(21),10,12,16,18-nonaen-12-yl]pyrrolidine-3-carboxamide trifluoroacetate). The yield is 40.0%. RXN SMILES: [F:1][C:2]([F:7])([F:6])[C:3]([OH:5])=[O:4].FC(F)(F)C(O)=O.[Cl:15][C:16]1[CH:17]=[N:18][C:19]2[NH:20][C:21]3[CH:22]=[CH:23][CH:24]=[C:25]([CH:45]=3)[CH2:26][CH2:27][C:28]3[CH:36]=[C:32]([NH:33][C:34]=1[N:35]=2)[CH:31]=[CH:30][C:29]=3[NH:37][C:38]([C@@H:40]1[CH2:44][CH2:43][NH:42][CH2:41]1)=[O:39].[C:46](Cl)(=[O:53])[C:47]1[CH:52]=[CH:51][CH:50]=[CH:49][CH:48]=1>>[F:1][C:2]([F:7])([F:6])[C:3]([OH:5])=[O:4].[C:46]([N:42]1[CH2:43][CH2:44][C@@H:40]([C:38]([NH:37][C:29]2[CH:30]=[CH:31][C:32]3[NH:33][C:34]4[N:35]=[C:19]([NH:20][C:21]5[CH:22]=[CH:23][CH:24]=[C:25]([CH:45]=5)[CH2:26][CH2:27][C:28]=2[CH:36]=3)[N:18]=[CH:17][C:16]=4[Cl:15])=[O:39])[CH2:41]1)(=[O:53])[C:47]1[CH:52]=[CH:51][CH:50]=[CH:49][CH:48]=1 |f:0.1.2,4.5|. Procedure details: The desired compound was prepared according to the procedure of Example A20, using (3R)—N-[6-chloro-2,4,8,22-tetraazatetracyclo[14.3.1.1(3,7).1(9,13)]docosa-1(20),3(22),4,6,9(21),10,12,16,18-nonaen-12-yl]pyrrolidine-3-carboxamide bis(trifluoroacetate) and benzoyl chloride as starting materials in 40% yield. LCMS for C30H28ClN6O2 (M+H)+: m/z=539.2. Reactants: [N+](=O)([O-])C=1C=C(NC1)C(=O)OCC (ethyl 4-nitro-1H-pyrrole-2-carboxylate), [H-].[Na+] (NaH), resultant mixture, BrCC(=O)C1=CC=C(C=C1)OC (2-bromo-1-(4-methoxy-phenyl)-ethanone). The solvent is CN(C)C=O (DMF). Conditions: time 1 hour. Yields the product COC1=CC=C(C=C1)C(CN1C(=CC(=C1)[N+](=O)[O-])C(=O)OCC)=O (ethyl 1-[2-(4-methoxyphenyl)-2-oxoethyl]-4-nitro-1H-pyrrole-2-carboxylate). Yield: 90.3%. Reaction SMILES: [N+:1]([C:4]1[CH:5]=[C:6]([C:9]([O:11][CH2:12][CH3:13])=[O:10])[NH:7][CH:8]=1)([O-:3])=[O:2].[H-].[Na+].Br[CH2:17][C:18]([C:20]1[CH:25]=[CH:24][C:23]([O:26][CH3:27])=[CH:22][CH:21]=1)=[O:19]>CN(C=O)C>[CH3:27][O:26][C:23]1[CH:24]=[CH:25][C:20]([C:18](=[O:19])[CH2:17][N:7]2[CH:8]=[C:4]([N+:1]([O-:3])=[O:2])[CH:5]=[C:6]2[C:9]([O:11][CH2:12][CH3:13])=[O:10])=[CH:21][CH:22]=1 |f:1.2|. Reported procedure: To a solution of ethyl 4-nitro-1H-pyrrole-2-carboxylate (884 mg, 4.8 mmol) in DMF (11 ml) was added NaH (60% dispersion in mineral oil, 190 mg, 4.8 mmol) at 0° C. After 5 min the reaction mixture was added to a solution of 2-bromo-1-(4-methoxy-phenyl)-ethanone (1 g, 4.4 mmol) at 0° C. and the resultant mixture was allowed to warm to room temperature. After one hour the LCMS analysis showed the presence of the desired product and the complete consumption of the bromo-ketone stating material was c... The reactants are [OH-].[Na+] (sodium hydroxide), COC=1C(C(=NN(C1)C1=CC=CC=C1)C(=O)OC)=O (methyl 5-methoxy-4-oxo-1-phenyl-1,4-dihydropyridazine-3-carboxylate), Cl (Hydrochloric acid). Solvent: CO (methanol). The product is COC=1C(C(=NN(C1)C1=CC=CC=C1)C(=O)O)=O (5-methoxy-4-oxo-1-phenyl-1,4-dihydropyridazine-3-carboxylic acid). The yield is 97.7%. Reaction SMILES: [CH3:1][O:2][C:3]1[C:4](=[O:19])[C:5]([C:15]([O:17]C)=[O:16])=[N:6][N:7]([C:9]2[CH:14]=[CH:13][CH:12]=[CH:11][CH:10]=2)[CH:8]=1.[OH-].[Na+].Cl>CO>[CH3:1][O:2][C:3]1[C:4](=[O:19])[C:5]([C:15]([OH:17])=[O:16])=[N:6][N:7]([C:9]2[CH:14]=[CH:13][CH:12]=[CH:11][CH:10]=2)[CH:8]=1 |f:1.2|. Procedure: To a suspension of methyl 5-methoxy-4-oxo-1-phenyl-1,4-dihydropyridazine-3-carboxylate (39.04 g) in methanol (663 mL) was added dropwise 1N sodium hydroxide (300 mL) with stirring under ice-cooling, and the mixture was allowed to warm to room temperature and stirred for 1 hr. 1N Hydrochloric acid (300 mL) was added dropwise with stirring under ice-cooling, and the mixture was stirred at the same temperature for 1 hr. The precipitated crystals were collected by filtration, washed successively wit... The reactants are S(=S)(=O)([O-])[O-].[Na+].[Na+] (sodium thiosulfate), CC(=O)OI1(C2=CC=CC=C2C(=O)O1)(OC(=O)C)OC(=O)C (Dess-Martin periodane), OCC1(CC1)C(=O)OCC (ethyl 1-hydroxymethylcyclopropanecarboxylate), ( 30 ). Run in C([O-])(O)=O.[Na+] (sodium bicarbonate), ClCCl (dichloromethane). Conditions: time 20 minute. The product is C(=O)C1(CC1)C(=O)OCC (Ethyl 1-formylcyclopropanecarboxylate). As a reaction SMILES: CC(OI1(OC(C)=O)(OC(C)=O)OC(=O)C2C1=CC=CC=2)=O.[OH:23][CH2:24][C:25]1([C:28]([O:30][CH2:31][CH3:32])=[O:29])[CH2:27][CH2:26]1.S([O-])([O-])(=O)=S.[Na+].[Na+]>ClCCl.C(=O)(O)[O-].[Na+]>[CH:24]([C:25]1([C:28]([O:30][CH2:31][CH3:32])=[O:29])[CH2:27][CH2:26]1)=[O:23] |f:2.3.4,6.7|. Procedure: At 0° C., 5.05 g (11.9 mmol) of Dess-Martin periodane reagent were added to a solution of 1.225 g (8.5 mmol) of ethyl 1-hydroxymethylcyclopropanecarboxylate [for the preparation see, for example, T. A. Ayers, Tetrahedron Lett. 40 (30), 5467-5470 (1999)] in 43 ml of dichloromethane, and the mixture was then stirred at RT for 6 h. A solution of 6.7 g (42.5 mmol) of sodium thiosulfate in 60 ml of saturated aqueous sodium bicarbonate solution was then added to the reaction mixture. The mixture was s... The reactants are CCCCN, O=C(O)c1cc([N+](=O)[O-])c(Cl)c(S(=O)(=O)Cl)c1, [Na+], [OH-], O. Product: CCCCNS(=O)(=O)c1cc(C(=O)O)cc([N+](=O)[O-])c1Cl. As a reaction SMILES: [CH2:1]([CH2:2][CH2:3][CH3:4])[NH2:5].[Cl:8][c:9]1[c:10]([N+:22](=[O:23])[O-:24])[cH:11][c:12]([C:13](=[O:14])[OH:15])[cH:16][c:17]1[S:18](=[O:19])(=[O:20])[Cl:21].[Na+:7].[OH-:6].[OH2:25]>>[CH2:1]([CH2:2][CH2:3][CH3:4])[NH:5][S:18]([c:17]1[c:9]([Cl:8])[c:10]([N+:22](=[O:23])[O-:24])[cH:11][c:12]([C:13](=[O:14])[OH:15])[cH:16]1)(=[O:19])=[O:20]. The reactants are CO, ClCCl, NC(C(=O)O)C1CC2C(C1)C2(F)F. The product is COC(=O)C(N)C1CC2C(C1)C2(F)F. As a reaction SMILES: [CH3:17][OH:18].[Cl:14][CH2:15][Cl:16].[NH2:1][CH:2]([C:3](=[O:4])[OH:5])[CH:6]1[CH2:7][CH:8]2[C:9]([F:12])([F:13])[CH:10]2[CH2:11]1>>[NH2:1][CH:2]([C:3](=[O:4])[O:5][CH3:15])[CH:6]1[CH2:7][CH:8]2[C:9]([F:12])([F:13])[CH:10]2[CH2:11]1. Reactants: N (ammonia), FC=1C=C(N)C=CC1N1N=C(N=C1)C (3-fluoro-4-(3-methyl-1H-1,2,4-triazol-1-yl)aniline), C(=S)(N1C(C=CC=C1)=O)N1C(C=CC=C1)=O (1,1′-thiocarbonyldipyridin-2(1H)-one), ( 2 ). The solvent is ClCCl (Dichloromethane). Conditions: time 30 minute. Yields the product FC=1C=C(C=CC1N1N=C(N=C1)C)NC(=S)N (1-(3-fluoro-4-(3-methyl-1H-1,2,4-triazol-1-yl)phenyl)thiourea). Yield: 83.9%. RXN SMILES: [F:1][C:2]1[CH:3]=[C:4]([CH:6]=[CH:7][C:8]=1[N:9]1[CH:13]=[N:12][C:11]([CH3:14])=[N:10]1)[NH2:5].[C:15](N1C=CC=CC1=O)([N:17]1C=CC=CC1=O)=[S:16].N>ClCCl>[F:1][C:2]1[CH:3]=[C:4]([NH:5][C:15]([NH2:17])=[S:16])[CH:6]=[CH:7][C:8]=1[N:9]1[CH:13]=[N:12][C:11]([CH3:14])=[N:10]1. Reported procedure: Step Q (2): Dichloromethane (125 mL) was added to a flask charged with 3-fluoro-4-(3-methyl-1H-1,2,4-triazol-1-yl)aniline (5.00 g, 26.0 mmol) and 1,1′-thiocarbonyldipyridin-2(1H)-one (6.65 g, 28.6 mmol). The crude reaction was concentrated in vacuo. Methanolic ammonia (2.0 M, 150 mL, 300 mmol) was added at rt to the dark-red solid residue. A light brown precipitate resulted. After stirring for 30 min, the crude reaction mixture was chilled in a −20 C freezer for 1 h. The solid precipitate was co...